Dataset: the Open Reaction Database (ORD), a public repository of structured organic reaction records. Task: describe an organic reaction: reactants, conditions, products, and yield Reactants: O (water), ClC=1C(=C(NC1Cl)C1=CC(=C(C=C1)Cl)Cl)C#N (4,5-dichloro-2-(3,4-dichlorophenyl)pyrrole-3-carbonitrile), C(C)OCCl (chloromethyl ethyl ether), CC(C)([O-])C.[K+] (potassium t-butoxide). Run in O1CCCC1 (tetrahydrofuran). Reaction conditions: time 1 hour. Yields the product ClC=1C(=C(N(C1Cl)COCC)C1=CC(=C(C=C1)Cl)Cl)C#N (4,5-Dichloro-2-(3,4-dichlorophenyl)-1-(ethoxymethyl)-pyrrole-3-carbonitril). RXN SMILES: [Cl:1][C:2]1[C:3]([C:16]#[N:17])=[C:4]([C:8]2[CH:13]=[CH:12][C:11]([Cl:14])=[C:10]([Cl:15])[CH:9]=2)[NH:5][C:6]=1[Cl:7].CC(C)([O-])C.[K+].[CH2:24]([O:26][CH2:27]Cl)[CH3:25].O>O1CCCC1>[Cl:1][C:2]1[C:3]([C:16]#[N:17])=[C:4]([C:8]2[CH:13]=[CH:12][C:11]([Cl:14])=[C:10]([Cl:15])[CH:9]=2)[N:5]([CH2:27][O:26][CH2:24][CH3:25])[C:6]=1[Cl:7] |f:1.2|. Reported procedure: A sample of 4,5-dichloro-2-(3,4-dichlorophenyl)pyrrole-3-carbonitrile (1.0 g, 0.003 mole) is dissolved in 10 mL of dry tetrahydrofuran. To this solution is added potassium t-butoxide (0.37 g, 0.0033 mole) followed by chloromethyl ethyl ether (0.312 g, 0.0033 mole). The mixture is stirred for about 1 hour at room temperature and then poured into a large volume of water precipitating the product. The white solid is collected and dried to give 1.0 g (91%) with mp 128°-130°. Reported procedure: General procedure e from 30 (100%); white powder; mp 145-146° C.; 1H NMR (400.13 MHz) δ 8.21 (d, J=4 Hz, 1H), 7.77 (s, 1H), 7.72 (d, J=2 Hz, 1H), 7.56 (s, 1H), 7.23 (dd, J=4 Hz, 2 Hz, 1H), 7.10 (s, 1H), 6.04 (s, 2H), 4.05 (s, 2H), 3.96 (s, 3H), 3.16 (m, 1H), 2.36 (m, 2H), 2.14 (m, 2H), 1.81 (m, 2H); MS (DCI/NH3) m/e: 380 (M+H)+. Anal. (C22H21O5N) C, H, N. The product is C1OC2=CC=3C=C(C4=CC=C(C=C4C3C=C2O1)OC)CN1[C@H](C(=O)O)CCC1 (N-(2,3-Methylenedioxy-6-methoxy-phenanthr-9-ylmethyl)-L-proline). RXN SMILES: C[O:2][C:3](=[O:29])[C@@H:4]1[CH2:8][CH2:7][CH2:6][N:5]1[CH2:9][C:10]1[C:11]2[C:16]([C:17]3[CH:18]=[C:19]4[O:26][CH2:25][O:24][C:20]4=[CH:21][C:22]=3[CH:23]=1)=[CH:15][C:14]([O:27][CH3:28])=[CH:13][CH:12]=2.N>>[CH2:25]1[O:26][C:19]2[C:20](=[CH:21][C:22]3[CH:23]=[C:10]([CH2:9][N:5]4[CH2:6][CH2:7][CH2:8][C@H:4]4[C:3]([OH:29])=[O:2])[C:11]4[C:16]([C:17]=3[CH:18]=2)=[CH:15][C:14]([O:27][CH3:28])=[CH:13][CH:12]=4)[O:24]1. Starting materials: COC([C@H]1N(CCC1)CC=1C2=CC=C(C=C2C=2C=C3C(=CC2C1)OCO3)OC)=O (N-(2,3-Methylenedioxy-6-methoxy-phenanthr-9-ylmethyl)-L-proline methyl ester), N (NH3).